This data is from the Open Reaction Database (ORD), a public repository of structured organic reaction records. The task is: describe an organic reaction: reactants, conditions, products, and yield The reactants are CC=1C=C2C(CC(OC2=CC1)C1=CC=CC=C1)=S (6-methyl-thioflavanone), C(C)(=O)NC1=CC=C(C=O)C=C1 (4-acetylaminobenzaldehyde). Reagents/catalysts: N1CCCCC1 (piperidine). Yields the product C(C)(=O)NC1=CC=C(C=C2C(OC3=CC=C(C=C3C2=S)C)C2=CC=CC=C2)C=C1 (3-(4-acetylaminobenzylidene)-6-methyl-thioflavanone). RXN SMILES: [CH3:1][C:2]1[CH:3]=[C:4]2[C:9](=[CH:10][CH:11]=1)[O:8][CH:7]([C:12]1[CH:17]=[CH:16][CH:15]=[CH:14][CH:13]=1)[CH2:6][C:5]2=[S:18].[C:19]([NH:22][C:23]1[CH:30]=[CH:29][C:26]([CH:27]=O)=[CH:25][CH:24]=1)(=[O:21])[CH3:20]>N1CCCCC1>[C:19]([NH:22][C:23]1[CH:30]=[CH:29][C:26]([CH:27]=[C:6]2[C:5](=[S:18])[C:4]3[C:9](=[CH:10][CH:11]=[C:2]([CH3:1])[CH:3]=3)[O:8][CH:7]2[C:12]2[CH:13]=[CH:14][CH:15]=[CH:16][CH:17]=2)=[CH:25][CH:24]=1)(=[O:21])[CH3:20]. Procedure details: A solid mixture of 10 g 6-methyl-thioflavanone, 13 g 4-acetylaminobenzaldehyde and 8 drops piperidine is heated at 150°-160° C. for 3 hours. After allowing to cool, the crude brown glass is crystallized from ethanol. Pure 3-(4-acetylaminobenzylidene)-6-methyl-thioflavanone is obtained as a yellow solid; m.p. 197°-198° C. Reaction SMILES: [CH2:32]1[O:33][CH2:34][CH2:35][CH2:36]1.[CH3:24][C:25](=[O:26])[O:27][C:28](=[O:29])[CH3:30].[CH3:37][N:38]([CH3:39])[c:40]1[cH:41][cH:42][n:43][cH:44][cH:45]1.[OH2:31].[OH:1][CH2:2][CH2:3][NH:4][c:5]1[cH:6][c:7]2[c:11]([cH:12][cH:13]1)[C:10](=[C:14]1[C:15](=[O:23])[NH:16][c:17]3[cH:18][cH:19][cH:20][cH:21][c:22]31)[O:9][CH2:8]2>>[O:1]([CH2:2][CH2:3][NH:4][c:5]1[cH:6][c:7]2[c:11]([cH:12][cH:13]1)[C:10](=[C:14]1[C:15](=[O:23])[NH:16][c:17]3[cH:18][cH:19][cH:20][cH:21][c:22]31)[O:9][CH2:8]2)[C:25]([CH3:24])=[O:26]. Product: CC(=O)OCCNc1ccc2c(c1)COC2=C1C(=O)Nc2ccccc21. Starting materials: C1CCOC1, CC(=O)OC(C)=O, CN(C)c1ccncc1, O, O=C1Nc2ccccc2C1=C1OCc2cc(NCCO)ccc21. Starting materials: N(N)C1=NC=CC(=C1)C1=CC(=CC2=CC(=C(C=C12)OCC)OCC)CO (1-(2-Hydrazino-4-pyridyl)-3-hydroxymethyl-6,7-diethoxynaphthalene), C(=O)(O)C1=C(C=CC=C1)C(=O)C (1-carboxy-2-methylcarbonylbenzene). Solvent: C(CO)O (ethylene glycol). Yields the product CC1=NN(C(C2=CC=CC=C12)=O)C1=NC=CC(=C1)C1=CC(=CC2=CC(=C(C=C12)OCC)OCC)CO (1-{2-(4-methyl-1(2H)-phthalazinon-2-yl)-4-pyridyl}-3-hydroxymethyl-6,7-diethoxynaphthalene). Yield: 87.5%. RXN SMILES: [NH:1]([C:3]1[CH:8]=[C:7]([C:9]2[C:18]3[C:13](=[CH:14][C:15]([O:22][CH2:23][CH3:24])=[C:16]([O:19][CH2:20][CH3:21])[CH:17]=3)[CH:12]=[C:11]([CH2:25][OH:26])[CH:10]=2)[CH:6]=[CH:5][N:4]=1)[NH2:2].[C:27]([C:30]1[CH:35]=[CH:34][CH:33]=[CH:32][C:31]=1[C:36]([CH3:38])=O)(O)=[O:28]>C(O)CO>[CH3:38][C:36]1[C:31]2[C:30](=[CH:35][CH:34]=[CH:33][CH:32]=2)[C:27](=[O:28])[N:1]([C:3]2[CH:8]=[C:7]([C:9]3[C:18]4[C:13](=[CH:14][C:15]([O:22][CH2:23][CH3:24])=[C:16]([O:19][CH2:20][CH3:21])[CH:17]=4)[CH:12]=[C:11]([CH2:25][OH:26])[CH:10]=3)[CH:6]=[CH:5][N:4]=2)[N:2]=1. Reported procedure: 1-(2-Hydrazino-4-pyridyl)-3-hydroxymethyl-6,7-diethoxynaphthalene (177 mg), 1-carboxy-2-methylcarbonylbenzene (86 mg) and ethylene glycol (1 ml) are treated in the same manner as in Example 104-(3) to give 1-{2-(4-methyl-1(2H)-phthalazinon-2-yl)-4-pyridyl}-3-hydroxymethyl-6,7-diethoxynaphthalene (211 mg), which is listed in Table 14. Reactants: ClCC(CC(=O)OCCCC1=CC=CC=C1)=O (3-phenylpropyl 4-chloroacetoacetate), CN1CCN(CC1)CCO (2-(4-Methyl-1-piperazinyl)ethanol), [H-].[Na+] (sodium hydride), Cl (Hydrochloric acid). Run in C1CCOC1 (THF), C1CCOC1 (THF), C1CCOC1 (THF). Conditions: time 3 hour. The product is CN1CCN(CC1)CCOCC(CC(=O)OCCCC1=CC=CC=C1)=O (3-Phenylpropyl 4-(2-(4-methyl-1-piperazinyl)ethoxy)acetoacetate). Isolated yield 47.1%. RXN SMILES: [CH3:1][N:2]1[CH2:7][CH2:6][N:5]([CH2:8][CH2:9][OH:10])[CH2:4][CH2:3]1.[H-].[Na+].Cl[CH2:14][C:15](=[O:29])[CH2:16][C:17]([O:19][CH2:20][CH2:21][CH2:22][C:23]1[CH:28]=[CH:27][CH:26]=[CH:25][CH:24]=1)=[O:18].Cl>C1COCC1>[CH3:1][N:2]1[CH2:7][CH2:6][N:5]([CH2:8][CH2:9][O:10][CH2:14][C:15](=[O:29])[CH2:16][C:17]([O:19][CH2:20][CH2:21][CH2:22][C:23]2[CH:24]=[CH:25][CH:26]=[CH:27][CH:28]=2)=[O:18])[CH2:4][CH2:3]1 |f:1.2|. Procedure: 2-(4-Methyl-1-piperazinyl)ethanol (8.14 g, 56.5 mmol) in THF (50 mL) was added dropwise to a suspension of sodium hydride (3.5 g, 87.5 mmol) in THF (200 mL) at 0° C. The mixture was then stirred for 3 h at room temperature, cooled to 0° C., 3-phenylpropyl 4-chloroacetoacetate (11.10 mL, 51.5 mmol) in THF (50 mL) was added dropwise, and the reaction mixture was then stirred for 18 h whilst warming to room temperature. 1N Hydrochloric acid was added until the mixture was acidic and the aqueous lay... The reactants are O=C([O-])[O-], CCn1cc(C[P+](c2ccccc2)(c2ccccc2)c2ccccc2)cn1, CN(C)C=O, CCOC(=O)Cc1ccc(-c2nc(COc3ccc(COc4nn(-c5ccccc5)cc4C=O)cc3OC)c(C)o2)cc1, [Cl-], Cl, [K+], [K+], O. The product is CCOC(=O)Cc1ccc(-c2nc(COc3ccc(COc4nn(-c5ccccc5)cc4C=Cc4cnn(CC)c4)cc3OC)c(C)o2)cc1. RXN SMILES: [C:73](=[O:74])([O-:75])[O-:76].[CH2:46]([CH3:47])[n:48]1[n:49][cH:50][c:51]([CH2:53][P+:54]([c:55]2[cH:56][cH:57][cH:58][cH:59][cH:60]2)([c:61]2[cH:62][cH:63][cH:64][cH:65][cH:66]2)[c:67]2[cH:68][cH:69][cH:70][cH:71][cH:72]2)[cH:52]1.[CH3:79][N:80]([CH3:81])[CH:82]=[O:83].[CH:1](=[O:2])[c:3]1[c:4]([O:14][CH2:15][c:16]2[cH:17][c:18]([O:42][CH3:43])[c:19]([O:20][CH2:21][c:22]3[n:23][c:24](-[c:28]4[cH:29][cH:30][c:31]([CH2:34][C:35](=[O:36])[O:37][CH2:38][CH3:39])[cH:32][cH:33]4)[o:25][c:26]3[CH3:27])[cH:40][cH:41]2)[n:5][n:6](-[c:8]2[cH:9][cH:10][cH:11][cH:12][cH:13]2)[cH:7]1.[Cl-:45].[ClH:44].[K+:77].[K+:78].[OH2:84]>>[CH:1]([c:3]1[c:4]([O:14][CH2:15][c:16]2[cH:17][c:18]([O:42][CH3:43])[c:19]([O:20][CH2:21][c:22]3[n:23][c:24](-[c:28]4[cH:29][cH:30][c:31]([CH2:34][C:35](=[O:36])[O:37][CH2:38][CH3:39])[cH:32][cH:33]4)[o:25][c:26]3[CH3:27])[cH:40][cH:41]2)[n:5][n:6](-[c:8]2[cH:9][cH:10][cH:11][cH:12][cH:13]2)[cH:7]1)=[CH:53][c:51]1[cH:50][n:49][n:48]([CH2:46][CH3:47])[cH:52]1.